From a dataset of the Open Reaction Database (ORD), a public repository of structured organic reaction records. describe an organic reaction: reactants, conditions, products, and yield Yields the product CCC(CO)Nc1ncc(Cl)c(-c2ccc(C(=O)OC)cc2)n1. RXN SMILES: [CH3:1][O:2][C:3]([c:4]1[cH:5][cH:6][c:7](-[c:10]2[n:11][c:12]([Cl:17])[n:13][cH:14][c:15]2[Cl:16])[cH:8][cH:9]1)=[O:18].[CH3:25][CH2:26][OH:27].[CH3:28][CH2:29][O:30][C:31](=[O:32])[CH3:33].[NH2:19][CH:20]([CH2:21][OH:22])[CH2:23][CH3:24]>>[CH3:1][O:2][C:3]([c:4]1[cH:5][cH:6][c:7](-[c:10]2[n:11][c:12]([NH:19][CH:20]([CH2:21][OH:22])[CH2:23][CH3:24])[n:13][cH:14][c:15]2[Cl:16])[cH:8][cH:9]1)=[O:18]. The reactants are COC(=O)c1ccc(-c2nc(Cl)ncc2Cl)cc1, CCO, CCOC(C)=O, CCC(N)CO. Starting materials: C(C)S(=O)(=O)CCOC1=CC(=C(C(=C1)C)C1=CC(=CC=C1)COC1=CC=C(C=C1)CCC(=O)OC(C)(C)C)C (tert-butyl 3-[4-({4′-[2-(ethylsulfonyl)ethoxy]-2′,6′-dimethylbiphenyl-3-yl}methoxy)phenyl]propanoate), FC(C(=O)O)(F)F (trifluoroacetic acid). Solvent: C1(=CC=CC=C1)C (toluene). Product: C(C)S(=O)(=O)CCOC1=CC(=C(C(=C1)C)C1=CC(=CC=C1)COC1=CC=C(C=C1)CCC(=O)O)C (3-[4-({4′-[2-(ethylsulfonyl)ethoxy]-2′,6′-dimethylbiphenyl-3-yl}methoxy)phenyl]propanoic acid). Isolated yield 72.1%. RXN SMILES: [CH2:1]([S:3]([CH2:6][CH2:7][O:8][C:9]1[CH:14]=[C:13]([CH3:15])[C:12]([C:16]2[CH:21]=[CH:20][CH:19]=[C:18]([CH2:22][O:23][C:24]3[CH:29]=[CH:28][C:27]([CH2:30][CH2:31][C:32]([O:34]C(C)(C)C)=[O:33])=[CH:26][CH:25]=3)[CH:17]=2)=[C:11]([CH3:39])[CH:10]=1)(=[O:5])=[O:4])[CH3:2].FC(F)(F)C(O)=O>C1(C)C=CC=CC=1>[CH2:1]([S:3]([CH2:6][CH2:7][O:8][C:9]1[CH:14]=[C:13]([CH3:15])[C:12]([C:16]2[CH:21]=[CH:20][CH:19]=[C:18]([CH2:22][O:23][C:24]3[CH:29]=[CH:28][C:27]([CH2:30][CH2:31][C:32]([OH:34])=[O:33])=[CH:26][CH:25]=3)[CH:17]=2)=[C:11]([CH3:39])[CH:10]=1)(=[O:5])=[O:4])[CH3:2]. Procedure: To a solution of tert-butyl 3-[4-({4′-[2-(ethylsulfonyl)ethoxy]-2′,6′-dimethylbiphenyl-3-yl}methoxy)phenyl]propanoate (0.37 g, 0.67 mmol) in toluene (3.7 mL) was added trifluoroacetic acid (3.7 mL) at room temperature with stirring and the mixture was stirred at room temperature for 2 hrs. The reaction mixture was concentrated under reduced pressure, the obtained crystals were collected by filtration, washed and dried to give the title compound (0.24 g, yield 72%) as colorless crystals. Reactants: compound, N1=CN=C(C2=C1NC=C2)N (7H-pyrrolo[2,3-d]pyrimidin-4-amine), BrC(C)C=1OC(C2=CC=CC=C2C1C1=CC=CC=C1)=O (3-(1-bromoethyl)-4-phenyl-1H-isochromen-1-one), BrC(C)C=1OC(C2=CC=CC=C2C1C1=CC=CC=C1)=O (3-(1-bromoethyl)-4-phenyl-1H-isochromen-1-one). Product: NC=1C2=C(N=CN1)N(C=C2)C(C)C=2OC(C1=CC=CC=C1C2C2=CC=CC=C2)=O (3-(1-(4-amino-7H-pyrrolo[2,3-d]pyrimidin-7-yl)ethyl)-4-phenyl-1H-isochromen-1-one). Isolated yield 27.9%. Reaction SMILES: Br[CH:2]([C:4]1[O:5][C:6](=[O:20])[C:7]2[C:12]([C:13]=1[C:14]1[CH:19]=[CH:18][CH:17]=[CH:16][CH:15]=1)=[CH:11][CH:10]=[CH:9][CH:8]=2)[CH3:3].[N:21]1[C:26]2[NH:27][CH:28]=[CH:29][C:25]=2[C:24]([NH2:30])=[N:23][CH:22]=1>>[NH2:30][C:24]1[C:25]2[CH:29]=[CH:28][N:27]([CH:2]([C:4]3[O:5][C:6](=[O:20])[C:7]4[C:12]([C:13]=3[C:14]3[CH:19]=[CH:18][CH:17]=[CH:16][CH:15]=3)=[CH:11][CH:10]=[CH:9][CH:8]=4)[CH3:3])[C:26]=2[N:21]=[CH:22][N:23]=1. Reported procedure: The title compound was made in a similar way as that of the compound of example 1 using 3-(1-bromoethyl)-4-phenyl-1H-isochromen-1-one (intermediate C7, 50 mg, 0.15 mmol), 7H-pyrrolo[2,3-d]pyrimidin-4-amine (30.6 mg, 0.23 mmol) to give the title compound (16 mg, 28%). Reactants: OC=1C=C(C(=O)NC2=NC=C(N=C2)C)C=C(C1)O[C@@H]1COCC1 (3-hydroxy-N-(5-methylpyrazin-2-yl)-5-[(3S)-tetrahydrofuran-3-yloxy]benzamide), ClC1=C(C=CC=2C(N(CCOC21)C)=O)F (9-chloro-8-fluoro-4-methyl-3,4-dihydro-1,4-benzoxazepin-5(2H)-one). Product: ClC1=C(C=CC=2C(N(CCOC21)C)=O)OC=2C=C(C(=O)NC1=NC=C(N=C1)C)C=C(C2)O[C@@H]2COCC2 (3-[(9-Chloro-4-methyl-5-oxo-2,3,4,5-tetrahydro-1,4-benzoxazepin-8-yl)oxy]-N-(5-methylpyrazin-2-yl)-5-[(3S)-tetrahydrofuran-3-yloxy]benzamide). RXN SMILES: [OH:1][C:2]1[CH:3]=[C:4]([CH:15]=[C:16]([O:18][C@H:19]2[CH2:23][CH2:22][O:21][CH2:20]2)[CH:17]=1)[C:5]([NH:7][C:8]1[CH:13]=[N:12][C:11]([CH3:14])=[CH:10][N:9]=1)=[O:6].[Cl:24][C:25]1[C:35]2[O:34][CH2:33][CH2:32][N:31]([CH3:36])[C:30](=[O:37])[C:29]=2[CH:28]=[CH:27][C:26]=1F>>[Cl:24][C:25]1[C:35]2[O:34][CH2:33][CH2:32][N:31]([CH3:36])[C:30](=[O:37])[C:29]=2[CH:28]=[CH:27][C:26]=1[O:1][C:2]1[CH:3]=[C:4]([CH:15]=[C:16]([O:18][C@H:19]2[CH2:23][CH2:22][O:21][CH2:20]2)[CH:17]=1)[C:5]([NH:7][C:8]1[CH:13]=[N:12][C:11]([CH3:14])=[CH:10][N:9]=1)=[O:6]. Procedure details: The preparations of 3-hydroxy-N-(5-methylpyrazin-2-yl)-5-[(3S)-tetrahydrofuran-3-yloxy]benzamide and 9-chloro-8-fluoro-4-methyl-3,4-dihydro-1,4-benzoxazepin-5(2H)-one were described earlier. The reactants are [BH4-], C1CCOC1, CC(C)(C)S([NH-])=O, CC[O-], CC[O-], CC[O-], CC[O-], [Na+], COc1cc(C(C)=O)ccc1O, [Ti+4]. Yields the product COc1cc(C(C)NS(=O)C(C)(C)C)ccc1O. Reaction SMILES: [BH4-:20].[CH2:22]1[O:23][CH2:24][CH2:25][CH2:26]1.[CH3:13][C:14]([CH3:15])([CH3:16])[S:17](=[O:18])[NH-:19].[CH3:27][CH2:28][O-:29].[CH3:31][CH2:32][O-:33].[CH3:34][CH2:35][O-:36].[CH3:37][CH2:38][O-:39].[Na+:21].[OH:1][c:2]1[c:3]([O:11][CH3:12])[cH:4][c:5]([C:8]([CH3:9])=[O:10])[cH:6][cH:7]1.[Ti+4:30]>>[OH:1][c:2]1[c:3]([O:11][CH3:12])[cH:4][c:5]([CH:8]([CH3:9])[NH:19][S:17]([C:14]([CH3:13])([CH3:15])[CH3:16])=[O:18])[cH:6][cH:7]1. Starting materials: C(C)OP(OCC)(=O)C(C1=CC=C(C=C1)I)(F)F ([Difluoro-(4-iodo-phenyl)-methyl]-phosphonic acid diethyl ester), C(CCC)[Li] (n-butyl lithium), C(C)(=O)OCC (ethyl acetate), C(=O)OCC (Ethyl formate). Solvent: CCOCC (ether), hexanes. Conditions: temperature -78 celsius, time 2 minute. The product is C(C)OP(OCC)(=O)C(C1=CC=C(C=C1)C=O)(F)F ([Difluoro-(4-formyl-phenyl)-methyl]-phosphonic acid diethyl ester). Isolated yield 22.4%. Reaction SMILES: [CH2:1]([O:3][P:4]([C:9]([F:18])([F:17])[C:10]1[CH:15]=[CH:14][C:13](I)=[CH:12][CH:11]=1)(=[O:8])[O:5][CH2:6][CH3:7])[CH3:2].C([Li])CCC.[CH:24](OCC)=[O:25].C(OCC)(=O)C>CCOCC>[CH2:1]([O:3][P:4]([C:9]([F:18])([F:17])[C:10]1[CH:15]=[CH:14][C:13]([CH:24]=[O:25])=[CH:12][CH:11]=1)(=[O:8])[O:5][CH2:6][CH3:7])[CH3:2]. Reported procedure: To a solution of [Difluoro-(4-iodo-phenyl)-methyl]-phosphonic acid diethyl ester (1.6 g, 4.1 mmol) in anhydrous ether (40 mL) at -78° C. was added dropwise n-butyl lithium (2.5 M in hexanes, 2.5 mL, 6.1 mmol). The brown solution was stirred at -78° C. for 2 minutes. Ethyl formate (0.66 mL, 8.2 mmol) was then added, and the reaction was stirred for 10 minutes at -78° C. The mixture was then quenched with saturated ammonium chloride (10 mL) and warmed to room temperature. The reaction was then dil... The reactants are C1=CC=C(C=C1)NN=C2C=CC3=C(C2=O)C(=C(C=C3)N=NC4=CC=C(C=C4)[N+](=O)[O-])N (Nigrosin), O (water), C1=CC=C(C=C1)NN=C2C=CC3=C(C2=O)C(=C(C=C3)N=NC4=CC=C(C=C4)[N+](=O)[O-])N (Nigrosin), C1=CC=C(C=C1)NN=C2C=CC3=C(C2=O)C(=C(C=C3)N=NC4=CC=C(C=C4)[N+](=O)[O-])N (Nigrosin), O (water). Yields the product [N+](=O)(O)[O-] (nitric acid), C1=CC=C(C=C1)NN=C2C=CC3=C(C2=O)C(=C(C=C3)N=NC4=CC=C(C=C4)[N+](=O)[O-])N (Nigrosin). The yield is 10.0%. Reaction SMILES: [CH:1]1[CH:6]=[CH:5][C:4]([NH:7][N:8]=[C:9]2[C:14](=[O:15])[C:13]3[C:16]([NH2:31])=[C:17]([N:20]=[N:21][C:22]4[CH:27]=[CH:26][C:25]([N+:28]([O-:30])=[O:29])=[CH:24][CH:23]=4)[CH:18]=[CH:19][C:12]=3[CH:11]=[CH:10]2)=[CH:3][CH:2]=1.[OH2:32]>>[N+:28]([O-:30])([OH:32])=[O:29].[CH:1]1[CH:6]=[CH:5][C:4]([NH:7][N:8]=[C:9]2[C:14](=[O:15])[C:13]3[C:16]([NH2:31])=[C:17]([N:20]=[N:21][C:22]4[CH:27]=[CH:26][C:25]([N+:28]([O-:30])=[O:29])=[CH:24][CH:23]=4)[CH:18]=[CH:19][C:12]=3[CH:11]=[CH:10]2)=[CH:3][CH:2]=1. Procedure: The preparation of the Levanyl Black involves rolling 5 g of Levanyl Black in about 572 g of water and the preparation of the Nigrosin Black involves rolling 2–3 g of the Nigrosin Black in about 420 g of water. The Nigrosin Black solution should have a pH of 3.0–6.0 which can be obtained with the addition of an appropriate quantity of 10% nitric acid after the Nigrosin Black is rolled. In this example, the order of ingredients is particularly important for obtaining a stable formulation. Experim... Starting materials: N1=C(C=CC=C1)NC([S-])=S.C(C)[NH+](CC)CC (triethylammonium pyrid-2-yldithiocarbamate), C=CC(CC)=O (pent-1-en-3-one), crude product. Run in C(C)#N (acetonitrile), C(Cl)(Cl)Cl (chloroform), C(C)(=O)OCC (ethyl acetate). Reaction conditions: time 3 hour. The product is N1=C(C=CC=C1)NC(SCCC(CC)=O)=S (3-Oxopentyl pyrid-2-yldithiocarbamate). Yield: 31.6%. RXN SMILES: [N:1]1[CH:6]=[CH:5][CH:4]=[CH:3][C:2]=1[NH:7][C:8](=[S:10])[S-:9].C([NH+](CC)CC)C.[CH2:18]=[CH:19][C:20](=[O:23])[CH2:21][CH3:22]>C(#N)C.C(Cl)(Cl)Cl.C(OCC)(=O)C>[N:1]1[CH:6]=[CH:5][CH:4]=[CH:3][C:2]=1[NH:7][C:8](=[S:9])[S:10][CH2:18][CH2:19][C:20](=[O:23])[CH2:21][CH3:22] |f:0.1|. Reported procedure: The procedure of Example 2 is followed but triethylammonium pyrid-2-yldithiocarbamate (54.0 g) and pent-1-en-3-one (17.0 g) in anhydrous acetonitrile (400 cc) are used as the starting materials at a maximum temperature of 5° C. The reaction is allowed to proceed for 3 hours at between 5° and 20° C. The crude product (45.0 g) is dissolved in a mixture of chloroform (200 cc) and ethyl acetate (50 cc). The solution is chromatographed on a column of diameter 6 cm, containing silica (0.063-0.2 mm; 60...